Dataset: the Open Reaction Database (ORD), a public repository of structured organic reaction records. Task: describe an organic reaction: reactants, conditions, products, and yield Reactants: C#CCn1c(-c2ccccc2)nc(C(F)(F)F)c(CC)c1=O, C1CCOC1, CCOC(C)=O, [Na+], [OH-]. Product: CCc1c(C(F)(F)F)nc(-c2ccccc2)n(CC(C)=O)c1=O. RXN SMILES: [CH2:1]([CH3:2])[c:3]1[c:4](=[O:22])[n:5]([CH2:19][C:20]#[CH:21])[c:6](-[c:13]2[cH:14][cH:15][cH:16][cH:17][cH:18]2)[n:7][c:8]1[C:9]([F:10])([F:11])[F:12].[CH2:25]1[O:26][CH2:27][CH2:28][CH2:29]1.[CH3:30][CH2:31][O:32][C:33](=[O:34])[CH3:35].[Na+:24].[OH-:23]>>[CH2:1]([CH3:2])[c:3]1[c:4](=[O:22])[n:5]([CH2:19][C:20]([CH3:21])=[O:23])[c:6](-[c:13]2[cH:14][cH:15][cH:16][cH:17][cH:18]2)[n:7][c:8]1[C:9]([F:10])([F:11])[F:12]. Yield: 72.9%. The solvent is O1CCCC1 (tetrahydrofuran), O (water). Yields the product CC=1C=C(OC2CN(C2)C(=O)NCC#C)C=CC1 (3-(3-Methylphenoxy)-N-(2-propynyl)-1-azetidinecarboxamide). Reaction SMILES: [CH3:1][C:2]1[CH:3]=[C:4]([CH:13]=[CH:14][CH:15]=1)[O:5][CH:6]1[CH2:9][N:8]([C:10](Cl)=[O:11])[CH2:7]1.C(=O)([O-])[O-].[K+].[K+].[CH2:22]([NH2:25])[C:23]#[CH:24]>O1CCCC1.O>[CH3:1][C:2]1[CH:3]=[C:4]([CH:13]=[CH:14][CH:15]=1)[O:5][CH:6]1[CH2:9][N:8]([C:10]([NH:25][CH2:22][C:23]#[CH:24])=[O:11])[CH2:7]1 |f:1.2.3|. Procedure details: A stirred mixture of 3.92 g (0.01 mole) of crude (57.59%) 3-(3-methylphenoxy)-1-azetidinecarbonyl chloride and 1.4 g (0.01 mole) of potassium carbonate in 15 ml of tetrahydrofuran was treated with 0.55 g (0.01 mole) of 2-propynylamine added dropwise from a needle and syringe. After 10 min, approximately 1 g of ice was added and stirring continued for 18 hr. The reaction mixture was diluted with 200 ml of water and the oil which separated slowly solidified. The precipitated solid was collected by... Reactants: C(C#C)N (2-propynylamine), ice, CC=1C=C(OC2CN(C2)C(=O)Cl)C=CC1 (3-(3-methylphenoxy)-1-azetidinecarbonyl chloride), C([O-])([O-])=O.[K+].[K+] (potassium carbonate). Reaction conditions: time 10 minute.